Dataset: the Open Reaction Database (ORD), a public repository of structured organic reaction records. Task: describe an organic reaction: reactants, conditions, products, and yield The reactants are Cl.Cl.Cl.CC(C[C@@H](N)C(=O)N1CCC(CC1)C1CCN(CC1)C)C(O)=O (1-[(γ-methyl)-D-glutamyl]-4-(1-methylpiperidin-4-yl)piperidine dihydrochloride hydrochloride), ClC=1C=C2C=C(NC2=CC1)C(=O)O (5-chloroindole-2-carboxylic acid), Ester, [Li+].[OH-] (LiOH), Cl (HCl). Yields the product Cl.ClC=1C=C2C=C(NC2=CC1)C(=O)N[C@H](CCC(O)=O)C(=O)N1CCC(CC1)C1CCN(CC1)C (1-[N-(5-Chloroindole-2-carbonyl)-D-glutamyl]-4-(1-methylpiperidin-4-yl)piperidine Hydrochloride). RXN SMILES: Cl.Cl.Cl.C[CH:5]([C:24](=[O:26])[OH:25])[CH2:6][C@H:7]([C:9]([N:11]1[CH2:16][CH2:15][CH:14]([CH:17]2[CH2:22][CH2:21][N:20]([CH3:23])[CH2:19][CH2:18]2)[CH2:13][CH2:12]1)=[O:10])[NH2:8].[Cl:27][C:28]1[CH:29]=[C:30]2[C:34](=[CH:35][CH:36]=1)[NH:33][C:32]([C:37](O)=[O:38])=[CH:31]2.[Li+].[OH-].Cl>>[ClH:27].[Cl:27][C:28]1[CH:29]=[C:30]2[C:34](=[CH:35][CH:36]=1)[NH:33][C:32]([C:37]([NH:8][C@@H:7]([C:9]([N:11]1[CH2:12][CH2:13][CH:14]([CH:17]3[CH2:22][CH2:21][N:20]([CH3:23])[CH2:19][CH2:18]3)[CH2:15][CH2:16]1)=[O:10])[CH2:6][CH2:5][C:24](=[O:26])[OH:25])=[O:38])=[CH:31]2 |f:0.1.2.3,5.6,8.9|. Procedure details: Prepared from 1-[(γ-methyl)-D-glutamyl]-4-(1-methylpiperidin-4-yl)piperidine dihydrochloride hydrochloride and 5-chloroindole-2-carboxylic acid using methods substantially equivalent to General Coupling Method 1. Ester deprotection with 2 eq LiOH and final purification and HCl salt formation via prep HPLC. The reactants are C(C)(C)(C)OC(NCC1(CC12CCCCC2)C#N)=O ((1-cyano-spiro[2.5]oct-1-ylmethyl)-carbamic acid tert-butyl ester), NO (hydroxylamine). The solvent is C(C)O (ethanol). Yields the product C(C)(C)(C)OC(NCC1(CC12CCCCC2)C(NO)=N)=O ([1-(N-hydroxycarbamimidoyl)-spiro[2.5]oct-1-ylmethyl]-carbamic acid tert-butyl ester). Isolated yield 54.3%. Reaction SMILES: [C:1]([O:5][C:6](=[O:19])[NH:7][CH2:8][C:9]1([C:17]#[N:18])[C:11]2([CH2:16][CH2:15][CH2:14][CH2:13][CH2:12]2)[CH2:10]1)([CH3:4])([CH3:3])[CH3:2].[NH2:20][OH:21]>C(O)C>[C:1]([O:5][C:6](=[O:19])[NH:7][CH2:8][C:9]1([C:17](=[NH:18])[NH:20][OH:21])[C:11]2([CH2:16][CH2:15][CH2:14][CH2:13][CH2:12]2)[CH2:10]1)([CH3:2])([CH3:4])[CH3:3]. Procedure: To a solution of (1-cyano-spiro[2.5]oct-1-ylmethyl)-carbamic acid tert-butyl ester (10.0 g, 37.8 mmol) in ethanol (150 mL) was added 50% aqueous hydroxylamine (12 mL, 189 mmol). The solution was heated to reflux for 14 hours, cooled to room temperature and the solvent removed under reduced vacuum. The residue was partitioned between water (200 mL) and ether (300 mL). An emulsion formed in the ether layer, which was separable. The aqueous layer was extracted with ether (2×300 mL). The combined or... Starting materials: CN1C=CC=C1 (N-methylpyrrole), [C-]#N.[Na+] (sodium cyanide), [OH-].[Ca+2].[OH-] (calcium hydroxide), O=CC(Cl)(Cl)Cl (chloral), CN1C=CC=C1.O=CC(Cl)(Cl)Cl (N-methylpyrrole chloral), CN1C=CC=C1.O=CC(Cl)(Cl)Cl (N-methylpyrrole chloral). The solvent is C(C)(=O)O (acetic acid), C(Cl)Cl (methylene chloride), CO (methanol), O (water). Reaction conditions: temperature 47 celsius, time 8 hour. The product is C(#N)C1=CC=C(N1C)CC(=O)[O-].[Ca+2].C(#N)C1=CC=C(N1C)CC(=O)[O-] (calcium 5-cyano-1-methylpyrrole-2-acetate). Reaction SMILES: [CH3:1][N:2]1[CH:6]=[CH:5][CH:4]=[CH:3]1.[O:7]=[CH:8][C:9](Cl)(Cl)Cl.[CH3:13][N:14]1[CH:18]=[CH:17][CH:16]=[CH:15]1.[O:19]=[CH:20][C:21](Cl)(Cl)Cl.[C-]#N.[Na+].[OH-:28].[Ca+2:29].[OH-]>CO.O.C(O)(=O)C.C(Cl)Cl>[C:18]([C:6]1[N:2]([CH3:1])[C:3]([CH2:9][C:8]([O-:19])=[O:7])=[CH:4][CH:5]=1)#[N:14].[Ca+2:29].[C:6]([C:18]1[N:14]([CH3:13])[C:15]([CH2:21][C:20]([O-:28])=[O:19])=[CH:16][CH:17]=1)#[N:2] |f:2.3,4.5,6.7.8,13.14.15|. Reported procedure: To a 500 ml baffled glass reactor fitted with an agitator and a reflux condenser were charged 161.9 grams of methylene chloride, 39.6 grams of N-methylpyrrole, and 1.59 grams of glacial acetic acid. This mixture was agitated and heated to reflux temperature (about 47° C.), and over a five minute period 75.6 grams of chloral was added to the refluxing mixture on a uniform basis. The reaction mixture was refluxed for an additional five minutes. Thereupon, this reaction solution containing the N-me... The reactants are CNCCCC (N-methylbutylamine), Cl (hydrochloric acid), ClC(=O)OCC(C)C (isobutyl chloroformate), COC=1C=C2C=CC(=C(C2=CC1)CCCCCCCCCCC(=O)O)C1=CC=C(C=C1)OC (11-(6-methoxy-2-p-methoxyphenylnaphth-1-yl)undecanoic acid), CN1CCOCC1 (N-methylmorpholine). Solvent: C(Cl)Cl (methylene chloride), O (Water), C(Cl)Cl (methylene chloride), C(Cl)Cl (methylene chloride). Conditions: temperature -30 celsius, time 2 hour. Yields the product C(CCC)N(C(CCCCCCCCCCC1=C(C=CC2=CC(=CC=C12)O)C1=CC=C(C=C1)O)=O)C (N-butyl-11-(6-hydroxy-2-p-hydroxyphenylnaphth-1-yl)-N-methylundecanamide). As a reaction SMILES: ClC(OCC(C)C)=[O:3].C[O:10][C:11]1[CH:12]=[C:13]2[C:18](=[CH:19][CH:20]=1)[C:17]([CH2:21][CH2:22][CH2:23][CH2:24][CH2:25][CH2:26][CH2:27][CH2:28][CH2:29]CC(O)=O)=[C:16]([C:34]1[CH:39]=[CH:38][C:37]([O:40]C)=[CH:36][CH:35]=1)[CH:15]=[CH:14]2.[CH3:42][N:43]1[CH2:48][CH2:47]O[CH2:45][CH2:44]1.CNCC[CH2:53][CH3:54].Cl>C(Cl)Cl.O>[CH2:48]([N:43]([CH3:42])[C:44](=[O:3])[CH2:45][CH2:29][CH2:28][CH2:27][CH2:26][CH2:25][CH2:24][CH2:23][CH2:22][CH2:21][C:17]1[C:18]2[C:13](=[CH:12][C:11]([OH:10])=[CH:20][CH:19]=2)[CH:14]=[CH:15][C:16]=1[C:34]1[CH:35]=[CH:36][C:37]([OH:40])=[CH:38][CH:39]=1)[CH2:47][CH2:53][CH3:54]. Procedure: A solution of isobutyl chloroformate (0.09 g.) in methylene chloride (5 ml.) was added to a stirred solution of 11-(6-methoxy-2-p-methoxyphenylnaphth-1-yl)undecanoic acid (0.25 g.) and N-methylmorpholine (0.17 g.) in methylene chloride (10 ml.) which was cooled to -30° C., and the mixture was allowed to warm up to laboratory temperature. A solution of N-methylbutylamine (0.073 g.) in methylene chloride (5 ml.) was added and the mixture was stirred for 2 hours, neutralised with aqueous 2N-hydroch...